From a dataset of the Open Reaction Database (ORD), a public repository of structured organic reaction records. describe an organic reaction: reactants, conditions, products, and yield Solvent: ClCCl (dichloromethane). Product: FC1=CC(=C(C=C1C)NC1CCN(CC1)C(=O)OC(C)(C)C)O (1,1-dimethylethyl 4-[(4-fluoro-2-hydroxy-5-methylphenyl)amino]-1-piperidinecarboxylate). RXN SMILES: C([BH3-])#N.[Na+].[NH2:5][C:6]1[CH:11]=[C:10]([CH3:12])[C:9]([F:13])=[CH:8][C:7]=1[OH:14].O=[C:16]1[CH2:21][CH2:20][N:19]([C:22]([O:24][C:25]([CH3:28])([CH3:27])[CH3:26])=[O:23])[CH2:18][CH2:17]1.C(O)(=O)C>ClCCl>[F:13][C:9]1[C:10]([CH3:12])=[CH:11][C:6]([NH:5][CH:16]2[CH2:21][CH2:20][N:19]([C:22]([O:24][C:25]([CH3:28])([CH3:27])[CH3:26])=[O:23])[CH2:18][CH2:17]2)=[C:7]([OH:14])[CH:8]=1 |f:0.1|. Run at temperature 100 celsius. Procedure: Polymer supported sodium cyanoborohydride (794 mg, 3.41 mmol) was added to a solution of commercially available 2-amino-5-fluoro-4-methylphenol (241 mg, 1.71 mmol), 1,1-dimethylethyl 4-oxo-1-piperidinecarboxylate (350 mg, 1.76 mmol) and acetic acid (0.489 mL, 8.53 mmol) in dichloromethane (10 mL). The mixture was heated by microwave at 100° C. for 30 min before being filtered and concentrated by rotary evaporation to give a green oil. The residue was purified via chromatography (silica, dichloro... Starting materials: C(#N)[BH3-].[Na+] (sodium cyanoborohydride), NC1=C(C=C(C(=C1)C)F)O (2-amino-5-fluoro-4-methylphenol), O=C1CCN(CC1)C(=O)OC(C)(C)C (1,1-dimethylethyl 4-oxo-1-piperidinecarboxylate), C(C)(=O)O (acetic acid). Yield: 106.9%. RXN SMILES: [CH3:13][c:14]1[cH:15][cH:16][cH:17][cH:18][cH:19]1.[CH3:1][CH:2]=[CH:3][CH3:4].[NH2:5][CH2:6][c:7]1[cH:8][cH:9][cH:10][cH:11][cH:12]1>>[CH2:1]1[CH:2]=[CH:3][CH2:4][N:5]1[CH2:6][c:7]1[cH:8][cH:9][cH:10][cH:11][cH:12]1. Starting materials: Cc1ccccc1, CC=CC, NCc1ccccc1. Product: C1=CCN(Cc2ccccc2)C1. Starting materials: N(=O)[O-].[Na+] (sodium nitrite), stannous chloride dihydrate, FC1=CC=C(C(=O)NC2=CC=C(C=C2)N)C=C1 (N-(4-fluorobenzoyl)-4-aminoaniline). The solvent is O (water), Cl (hydrochloric acid), Cl (hydrochloric acid). Reaction conditions: time 10 minute. Yields the product FC1=CC=C(C(=O)N(N)C2=CC=C(C=C2)N)C=C1 (N-(4-fluorobenzoyl)-4-aminophenylhydrazine). Yield: 64.8%. RXN SMILES: [F:1][C:2]1[CH:17]=[CH:16][C:5]([C:6]([NH:8][C:9]2[CH:14]=[CH:13][C:12]([NH2:15])=[CH:11][CH:10]=2)=[O:7])=[CH:4][CH:3]=1.[N:18]([O-])=O.[Na+]>Cl.O>[F:1][C:2]1[CH:17]=[CH:16][C:5]([C:6]([N:8]([C:9]2[CH:14]=[CH:13][C:12]([NH2:15])=[CH:11][CH:10]=2)[NH2:18])=[O:7])=[CH:4][CH:3]=1 |f:1.2|. Procedure: To a stirred suspension of 5.0 gm (23.9 mMol) N-(4-fluorobenzoyl)-4-aminoaniline in 42 mL concentrated hydrochloric acid at 0° C. was added dropwise a solution of 1.65 gm (23.9 mMol) sodium nitrite in 30 mL water. The mixture was stirred for 10 minutes after the addition was complete and was then added dropwise to a solution of 19.6 gm (86.87 mMol) stannous chloride dihydrate in 40 mL concentrated hydrochloric acid at 0° C. The resultant white paste was stirred vigorously for 1 hour and was then... Starting materials: [NH4+].[Cl-] (NH4Cl), [Mg](Br)CCCN(C)C (BrMg(CH2)3N(CH3)2), N,N-dimethyl-3,4,5,6-tetrahydro-2(1H)-pyrimidinone, C1CCOC1 (THF), C1(C=CC(C=C1)=O)=O (p-benzoquinone), [Li+].[C-]#CC1=CC=CC=C1 (lithium phenylacetylide), C1CCOC1 (THF), C1CCOC1 (THF). Run in CO.C(Cl)(Cl)Cl (MeOH CHCl3). Run at temperature 0 celsius, time 15 minute. Yields the product [NH4+].[OH-] (NH4OH), CN(C)C(CC1C(C=CC(C1)=O)(C#CC1=CC=CC=C1)O)C (5-[2-(N,N-Dimethylamino)propyl]-4-hydroxy-4-(phenylethynyl)-2-cyclohexen-1-one). Isolated yield 0.1%. Reaction SMILES: [C:1]1(=[O:8])[CH:6]=[CH:5][C:4](=[O:7])[CH:3]=[CH:2]1.[Li+].[C-:10]#[C:11][C:12]1[CH:17]=[CH:16][CH:15]=[CH:14][CH:13]=1.[Mg](C[CH2:21][CH2:22][N:23]([CH3:25])[CH3:24])Br.[NH4+].[Cl-].[CH2:28]1COCC1>CO.C(Cl)(Cl)Cl>[NH4+:23].[OH-:7].[CH3:24][N:23]([CH:22]([CH3:28])[CH2:21][CH:6]1[CH2:5][C:4](=[O:7])[CH:3]=[CH:2][C:1]1([OH:8])[C:10]#[C:11][C:12]1[CH:17]=[CH:16][CH:15]=[CH:14][CH:13]=1)[CH3:25] |f:1.2,4.5,7.8,9.10|. Procedure details: To a 0° C. solution of p-benzoquinone (1.06 g, 9.79 mmol) in THF (50 mL), was added by cannula solution of lithium phenylacetylide (9.79 mmol; generated as described in Example 23a) in THF (25 mL). After stirring at 0° C. for 15 min, a solution of the Grignard BrMg(CH2)3N(CH3)2 (12.2 mL), 1.6M in THF) and N,N-dimethyl-3,4,5,6-tetrahydro-2(1H)-pyrimidinone (13.5 mL, 112 mmol) was added by cannula. The ice bath was then removed and the reaction was allowed to warm to 23° C. and stir for 1 hr. At t... Starting materials: dimethyl oxaldiimidate, ClC1=CC(=C(C=C1)N)N (4-chloro-o-phenylenediamine). Solvent: CO (methanol), Cl (hydrochloric acid). Product: ClC=1C=C2N=C(C(=NC2=CC1)N)N (6-chloro-2,3-diaminoquinoxaline). Reaction SMILES: [Cl:1][C:2]1[CH:7]=[CH:6][C:5]([NH2:8])=[C:4]([NH2:9])[CH:3]=1>CO.Cl>[Cl:1][C:2]1[CH:3]=[C:4]2[C:5](=[CH:6][CH:7]=1)[N:8]=[C:5]([NH2:8])[C:4]([NH2:9])=[N:9]2. Procedure details: A solution of dimethyl oxaldiimidate (48 parts) in methanol (80 parts) was added to a slurry of 4-chloro-o-phenylenediamine (56 parts) in 0.3% aqueous hydrochloric acid (60 parts). The temperature rose to 54°. The reaction mixture was cooled and filtered to give a brown solid. After washing with THF, 61.4 parts of tan solid remained (80%). Recrystallization from THF or dioxane gave light-yellow crystals of 6-chloro-2,3-diaminoquinoxaline, m.p. 300°-303°.